describe an organic reaction: reactants, conditions, products, and yield From a dataset of the Open Reaction Database (ORD), a public repository of structured organic reaction records. Solvent: CO (methanol). Isolated yield 45.0%. Procedure: A mixture of the crude 3-(2-chlorophenyl)-6-(2,4-difluorophenoxy)-4-methyl-5-oxo-4,5-dihydro-pyrazolo[4,3-b]pyridine-1-carboxylic acid tert-butyl ester (0.0298 mmol) in a solution of 0.5 M sodium methoxide in methanol (Aldrich) (7 mL) was stirred at room temperature for 1 hour. The solvent was removed under reduced pressure at 55° C., and the resulting residue was diluted with ethyl acetate (35 mL) and water (25 mL). The organic layer was separated, washed with brine (1×25 mL), dried over magnes... Conditions: time 1 hour. Yields the product ClC1=C(C=CC=C1)C1=NNC2=C1N(C(C(=C2)OC2=C(C=C(C=C2)F)F)=O)C (3-(2-chlorophenyl)-6-(2,4-difluorophenoxy)-4-methyl-1,4-dihydro-pyrazolo[4,3-b]pyridin-5-one). Starting materials: C(C)(C)(C)OC(=O)N1N=C(C=2N(C(C(=CC21)OC2=C(C=C(C=C2)F)F)=O)C)C2=C(C=CC=C2)Cl (3-(2-chlorophenyl)-6-(2,4-difluorophenoxy)-4-methyl-5-oxo-4,5-dihydro-pyrazolo[4,3-b]pyridine-1-carboxylic acid tert-butyl ester), C[O-].[Na+] (sodium methoxide). Reaction SMILES: C(OC([N:8]1[C:16]2[CH:15]=[C:14]([O:17][C:18]3[CH:23]=[CH:22][C:21]([F:24])=[CH:20][C:19]=3[F:25])[C:13](=[O:26])[N:12]([CH3:27])[C:11]=2[C:10]([C:28]2[CH:33]=[CH:32][CH:31]=[CH:30][C:29]=2[Cl:34])=[N:9]1)=O)(C)(C)C.C[O-].[Na+]>CO>[Cl:34][C:29]1[CH:30]=[CH:31][CH:32]=[CH:33][C:28]=1[C:10]1[C:11]2[N:12]([CH3:27])[C:13](=[O:26])[C:14]([O:17][C:18]3[CH:23]=[CH:22][C:21]([F:24])=[CH:20][C:19]=3[F:25])=[CH:15][C:16]=2[NH:8][N:9]=1 |f:1.2|.